From a dataset of the Open Reaction Database (ORD), a public repository of structured organic reaction records. describe an organic reaction: reactants, conditions, products, and yield Reactants: COc1ccc(CCl)cc1, [H-], [Na+], CN(C)C=O, CC(=O)C1CC1CO. Yields the product COc1ccc(COCC2CC2C(C)=O)cc1. As a reaction SMILES: [CH3:11][O:12][c:13]1[cH:14][cH:15][c:16]([CH2:17][Cl:18])[cH:19][cH:20]1.[H-:9].[Na+:10].[O:21]=[CH:22][N:23]([CH3:24])[CH3:25].[OH:1][CH2:2][CH:3]1[CH:4]([C:6]([CH3:7])=[O:8])[CH2:5]1>>[O:1]([CH2:2][CH:3]1[CH:4]([C:6]([CH3:7])=[O:8])[CH2:5]1)[CH2:17][c:16]1[cH:15][cH:14][c:13]([O:12][CH3:11])[cH:20][cH:19]1. Reactants: ClC=1C(=C(C=C(C1)Cl)S(=O)(=O)N(CC1=CC(=CC=C1)CNCC(C)C)CC1=CC=C(C=C1)C1=CC=C(C=C1)F)O (3,5-Dichloro-N-((4′-fluorobiphenyl-4-yl)methyl)-2-hydroxy-N-(3-((isobutyl amino)methyl)benzyl)benzene sulfonamide), ClC=1C(=C(C=C(C1)Cl)S(=O)(=O)N(CC1=CC(=CC=C1)CNCC(C)C)CC1=CC=C(C=C1)C1=CC=C(C=C1)F)O (3,5-Dichloro-N-((4′-fluorobiphenyl-4-yl)methyl)-2-hydroxy-N-(3-((isobutyl amino)methyl)benzyl)benzene sulfonamide), ClC1=C(C=CC=C1Cl)N=C=O (2,3-dichlorophenyl isocyanate). Solvent: C1CCOC1 (THF). Reaction conditions: time 15 minute. Yields the product ClC=1C(=C(C=C(C1)Cl)S(=O)(=O)N(CC1=CC=C(C=C1)C1=CC=C(C=C1)F)CC1=CC(=CC=C1)CN(C(=O)NC1=C(C(=CC=C1)Cl)Cl)CC(C)C)O (3,5-Dichloro-N-(3-((3-(2,3-dichlorophenyl)-1-isobutylureido)methyl)benzyl)-N-((4′-fluorobiphenyl-4-yl)methyl)-2-hydroxybenzenesulfonamide). The yield is 38.1%. As a reaction SMILES: [Cl:1][C:2]1[C:3]([OH:40])=[C:4]([S:9]([N:12]([CH2:26][C:27]2[CH:32]=[CH:31][C:30]([C:33]3[CH:38]=[CH:37][C:36]([F:39])=[CH:35][CH:34]=3)=[CH:29][CH:28]=2)[CH2:13][C:14]2[CH:19]=[CH:18][CH:17]=[C:16]([CH2:20][NH:21][CH2:22][CH:23]([CH3:25])[CH3:24])[CH:15]=2)(=[O:11])=[O:10])[CH:5]=[C:6]([Cl:8])[CH:7]=1.[Cl:41][C:42]1[C:47]([Cl:48])=[CH:46][CH:45]=[CH:44][C:43]=1[N:49]=[C:50]=[O:51]>C1COCC1>[Cl:1][C:2]1[C:3]([OH:40])=[C:4]([S:9]([N:12]([CH2:13][C:14]2[CH:19]=[CH:18][CH:17]=[C:16]([CH2:20][N:21]([CH2:22][CH:23]([CH3:25])[CH3:24])[C:50]([NH:49][C:43]3[CH:44]=[CH:45][CH:46]=[C:47]([Cl:48])[C:42]=3[Cl:41])=[O:51])[CH:15]=2)[CH2:26][C:27]2[CH:32]=[CH:31][C:30]([C:33]3[CH:34]=[CH:35][C:36]([F:39])=[CH:37][CH:38]=3)=[CH:29][CH:28]=2)(=[O:11])=[O:10])[CH:5]=[C:6]([Cl:8])[CH:7]=1. Procedure: To a solution of 3,5-dichloro-N-((4′-fluorobiphenyl-4-yl)methyl)-2-hydroxy-N-(3-((isobutyl amino)methyl)benzyl)benzene sulfonamide (Compound E of Example 184, 0.04 g, 0.0667 wool, 1.0 eq) in 25 mL of dry THF at 0° C. was added 2,3-dichlorophenyl isocyanate (0.012 g, 0.0667 mmol, 1.0 eq). The reaction mixture was stirred at ambient temperature for 15 min and concentrated. The residue was purified by preparative HPLC to afford the title compound (0.02 g, 40%). 1H NMR (400 MHz, DMSO-d6) δ 0.85-0.87...